Dataset: the Open Reaction Database (ORD), a public repository of structured organic reaction records. Task: describe an organic reaction: reactants, conditions, products, and yield Starting materials: C(C)C(C[Mg]Br)CCCC (2-ethylhexylmagnesiumbromide), C(CCCCCCC)C#N (n-octylcyanide), C(C)OCC (diethyl ether), C(C)OCC (diethylether). Run at time 12 hour. Product: C(C)C(CCCC)CC(CCCCCCCC)=O (5-Ethylpentadecan-7-one). Isolated yield 32.0%. RXN SMILES: [CH2:1]([CH:3]([CH2:7][CH2:8][CH2:9][CH3:10])[CH2:4][Mg]Br)[CH3:2].[CH2:11]([C:19]#N)[CH2:12][CH2:13][CH2:14][CH2:15][CH2:16]CC.C([O:23][CH2:24][CH3:25])C>>[CH2:1]([CH:3]([CH2:4][C:24](=[O:23])[CH2:25][CH2:19][CH2:11][CH2:12][CH2:13][CH2:14][CH2:15][CH3:16])[CH2:7][CH2:8][CH2:9][CH3:10])[CH3:2]. Procedure details: A Grignard solution of 2-ethylhexylmagnesiumbromide in diethylether (1.0 M, 110 mL, 0.11 mol) was slowly added via syringe to a stirred mixture of n-octylcyanide (4.66 g, 55 mmol) in diethyl ether (100 mL) at 0° C. under N2 atmosphere. After stirring for 12 h at reflux temperature, the reaction was quenched with an aqueous HCl-solution (2.0 M, 50 mL) at 0° C. and subsequently vigorously stirred for an additional 3 h at room temperature. The organic phase was separated and the aqueous phase was e... The reactants are CC(C)(C)OC(=O)c1ccc(Oc2ccccc2)cc1NS(=O)(=O)C=Cc1ccccc1, O=C(O)C(F)(F)F. Product: O=C(O)c1ccc(Oc2ccccc2)cc1NS(=O)(=O)C=Cc1ccccc1. Reaction SMILES: [O:1]([c:2]1[cH:3][cH:4][cH:5][cH:6][cH:7]1)[c:8]1[cH:9][c:10]([NH:21][S:22](=[O:23])(=[O:24])[CH:25]=[CH:26][c:27]2[cH:28][cH:29][cH:30][cH:31][cH:32]2)[c:11]([C:12](=[O:13])[O:14][C:15]([CH3:16])([CH3:17])[CH3:18])[cH:19][cH:20]1.[OH:33][C:34]([C:35]([F:36])([F:37])[F:38])=[O:39]>>[O:1]([c:2]1[cH:3][cH:4][cH:5][cH:6][cH:7]1)[c:8]1[cH:9][c:10]([NH:21][S:22](=[O:23])(=[O:24])[CH:25]=[CH:26][c:27]2[cH:28][cH:29][cH:30][cH:31][cH:32]2)[c:11]([C:12](=[O:13])[OH:14])[cH:19][cH:20]1. Starting materials: B1(OO1)[O-].O.O.O.O.[Na+] (sodium perborate tetrahydrate), O=O (oxygen). The product is B1(OO1)[O-].O.O.O.O.[Na+] (sodium perborate tetrahydrate), B(=O)O[O-].O.[Na+] (sodium perborate monohydrate). RXN SMILES: [O:1]=O.[B:3]1([O-:6])[O:5][O:4]1.O.O.O.O.[Na+:11]>>[B:3]1([O-:6])[O:5][O:4]1.[OH2:1].[OH2:4].[OH2:4].[OH2:4].[Na+:11].[B:3]([O:4][O-:5])=[O:6].[OH2:4].[Na+:11] |f:1.2.3.4.5.6,7.8.9.10.11.12,13.14.15|. Reported procedure: Mixtures are used which contain 1.05 g active oxygen and either 10.5 g sodium perborate tetrahydrate (product 4R), or 6.6 g sodium perborate monohydrate obtained according to test 3R (product 3R) or 4.4 g super-oxidized sodium perborate obtained in test 1 (product 1) and 42 g of a commercial powder without enzymes, the composition of which is given in Table III. Reactants: CC(C(=O)O)C1=CC(=C(C=C1)OCCC(C)OC=1C=CC=2C(=NOC2C1CC1CC1)C1=CC=CC=C1)Cl (methyl 3-chloro-4-(3-(3-phenyl-7-cyclopropylmethyl-6-benz-[4,5]-isoxazoloxy)-butyloxy)phenylacetic acid), [OH-].[Li+] (lithium hydroxide), COC(CC1=CC(=C(C=C1)O)Cl)=O (3-chloro-4-hydroxyphenylacetic acid methyl ester), C([O-])([O-])=O.[K+].[K+] (potassium carbonate), C1(CC1)CC1=C(C=CC=2C(=NOC21)C2=CC=CC=C2)OCCCBr (7-cyclopropylmethyl-3-phenyl-6-(3-bromopropyloxy)benz-[4,5]-isoxazole). The solvent is CO (methanol), O (water), CN(C)C=O (DMF). Conditions: temperature 0 celsius, time 0.5 hour. Product: ClC=1C=C(C=CC1OCCC(C)OC=1C=CC=2C(=NOC2C1CC1CC1)C1=CC=CC=C1)CC(=O)O (3-chloro-4-(3-(3-phenyl-7-cyclopropylmethyl-6-benz-[4,5]-isoxazoloxy)-butyloxy)phenylacetic acid). RXN SMILES: COC(=O)CC1C=CC(O)=C(Cl)C=1.C(=O)([O-])[O-].[K+].[K+].C1(CC2C3ON=C(C4C=CC=CC=4)C=3C=CC=2OCCCBr)CC1.C[CH:45]([C:49]1[CH:54]=[CH:53][C:52]([O:55][CH2:56][CH2:57][CH:58]([O:60][C:61]2[CH:62]=[CH:63][C:64]3[C:65]([C:74]4[CH:79]=[CH:78][CH:77]=[CH:76][CH:75]=4)=[N:66][O:67][C:68]=3[C:69]=2[CH2:70][CH:71]2[CH2:73][CH2:72]2)[CH3:59])=[C:51]([Cl:80])[CH:50]=1)[C:46]([OH:48])=[O:47].[OH-].[Li+]>CN(C=O)C.CO.O>[Cl:80][C:51]1[CH:50]=[C:49]([CH2:45][C:46]([OH:48])=[O:47])[CH:54]=[CH:53][C:52]=1[O:55][CH2:56][CH2:57][CH:58]([O:60][C:61]1[CH:62]=[CH:63][C:64]2[C:65]([C:74]3[CH:79]=[CH:78][CH:77]=[CH:76][CH:75]=3)=[N:66][O:67][C:68]=2[C:69]=1[CH2:70][CH:71]1[CH2:73][CH2:72]1)[CH3:59] |f:1.2.3,6.7|. Reported procedure: A solution of 7-cyclopropylmethyl-3-phenyl-6-hydroxybenz-[4,5]-isoxazole (0.25 grams) in 2-butanone (3.0 mL) was treated with 1,3-dibromopropane (0.48 mL) and potassium carbonate (0.50 grams). The mixture was refluxed for 4 hours. The reaction mixture was partitioned between isopropyl acetate and pH 4 buffer. The organic was washed once with water, then dried over magnesium sulfate. The organic was filtered and evaporated to an oil which was flitered through a silica gel plug using methylene chl... Starting materials: Grignard reagent, BrC=1C=C(C=CC1)C (3-bromotoluene), [Mg] (magnesium), C1(=CC=CC=C1)[Mg]Br (phenylmagnesium bromide), C(#N)CC(=O)OCC (ethyl cyanoacetate), ice water, [NH4+].[Cl-] (NH4Cl), ice, Cl (HCl). Run in CCOCC (ether), CCOCC (ether), CCOCC (ether), O (water). Yields the product NC(=CC(=O)OCC)C1=CC(=CC=C1)C (Ethyl β-Amino-m-Methylcinnamate). Yield: 65.3%. As a reaction SMILES: C1([Mg]Br)C=CC=CC=1.[C:9]([CH2:11][C:12]([O:14][CH2:15][CH3:16])=[O:13])#[N:10].Br[C:18]1[CH:19]=[C:20]([CH3:24])[CH:21]=[CH:22][CH:23]=1.[Mg].[NH4+].[Cl-].Cl>CCOCC.O>[NH2:10][C:9]([C:18]1[CH:23]=[CH:22][CH:21]=[C:20]([CH3:24])[CH:19]=1)=[CH:11][C:12]([O:14][CH2:15][CH3:16])=[O:13] |f:4.5|. Procedure: To 202 ml of 2.9 M phenylmagnesium bromide in ether (0.585 mol) was added 100 ml of ether. Then, 66.1 g (0.585 mol) of ethyl cyanoacetate was added over a few minutes with stirring at -40° to -15°. A heavy, thick precipitate formed that made stirring difficult. The mixture was allowed to warm slowly to 20°. Then, the Grignard reagent prepared from 100 g (0.585 mol) of 3-bromotoluene and 14.4 g (0.593 mol) of magnesium turnings in 300 ml of ether was added. The mixture was stirred at reflux for 4...